This data is from the Open Reaction Database (ORD), a public repository of structured organic reaction records. The task is: describe an organic reaction: reactants, conditions, products, and yield Reactants: COC(C(CCNC(=O)C=1N=CC2=CC(=CC=C2C1O)OC1=CC=CC=C1)(C)C)=O (4-[(4-Hydroxy-7-phenoxy-isoquinoline-3-carbonyl)-amino]-2,2-dimethyl-butyric acid methyl ester), [OH-].[Na+] (NaOH), CO (MeOH), Cl (HCl). Run in O (water). Run at time 2 day. Yields the product OC1=C(N=CC2=CC(=CC=C12)OC1=CC=CC=C1)C(=O)NCCC(C(=O)O)(C)C (4-[(4-Hydroxy-7-phenoxy-isoquinoline-3-carbonyl)-amino]-2,2-dimethyl-butyric acid). Isolated yield 25.0%. As a reaction SMILES: C[O:2][C:3](=[O:30])[C:4]([CH3:29])([CH3:28])[CH2:5][CH2:6][NH:7][C:8]([C:10]1[N:11]=[CH:12][C:13]2[C:18]([C:19]=1[OH:20])=[CH:17][CH:16]=[C:15]([O:21][C:22]1[CH:27]=[CH:26][CH:25]=[CH:24][CH:23]=1)[CH:14]=2)=[O:9].[OH-].[Na+].CO.Cl>O>[OH:20][C:19]1[C:18]2[C:13](=[CH:14][C:15]([O:21][C:22]3[CH:23]=[CH:24][CH:25]=[CH:26][CH:27]=3)=[CH:16][CH:17]=2)[CH:12]=[N:11][C:10]=1[C:8]([NH:7][CH2:6][CH2:5][C:4]([CH3:29])([CH3:28])[C:3]([OH:30])=[O:2])=[O:9] |f:1.2|. Procedure: A mixture of 4-[(4-Hydroxy-7-phenoxy-isoquinoline-3-carbonyl)-amino]-2,2-dimethyl-butyric acid methyl ester (25 mg, 0.064 mmol) and (1/1) 1 N NaOH aqueous solution/MeOH (2 mL) was stirred at room temperature for 2 days. It was diluted with water (50 mL), acidified by 1 N HCl to pH=3-4. Precipitate was collected and dried in vacuo to provide the title product 6.5 mg (0.016 mmol) in 26% yield. LC-MS ESI−: 393.10 (M−1)−.